From a dataset of the Open Reaction Database (ORD), a public repository of structured organic reaction records. describe an organic reaction: reactants, conditions, products, and yield The reactants are ClP(C(C)(C)C)C(C)(C)C (chlorodi-tert-butylphosphine), BrC1=CC=CC=2C1=CC=C1C=C3C=CC=CC3=CC21 (4-bromobenz[a]anthracene), C1(=CC=CC=C1)NC1=CC=CC=C1 (diphenylamine), CC(C)([O-])C.[Na+] (sodium tert-butoxide). The reagents and catalysts are C(C)(=O)[O-].[Pd+2].C(C)(=O)[O-] (palladium(II) acetate). Solvent: O (water), C1(=CC=CC=C1)C (toluene). Reaction conditions: temperature 60 celsius. Product: C1(=CC=CC=C1)N(C1=CC=CC=2C1=CC=C1C=C3C=CC=CC3=CC21)C2=CC=CC=C2 (4-(diphenylamino)benz[a]anthracene). RXN SMILES: ClP(C(C)(C)C)C(C)(C)C.Br[C:12]1[C:17]2=[CH:18][CH:19]=[C:20]3[C:29]([CH:28]=[C:27]4[C:22]([CH:23]=[CH:24][CH:25]=[CH:26]4)=[CH:21]3)=[C:16]2[CH:15]=[CH:14][CH:13]=1.[C:30]1([NH:36][C:37]2[CH:42]=[CH:41][CH:40]=[CH:39][CH:38]=2)[CH:35]=[CH:34][CH:33]=[CH:32][CH:31]=1.CC(C)([O-])C.[Na+]>C1(C)C=CC=CC=1.C([O-])(=O)C.[Pd+2].C([O-])(=O)C.O>[C:37]1([N:36]([C:30]2[CH:31]=[CH:32][CH:33]=[CH:34][CH:35]=2)[C:12]2[C:17]3=[CH:18][CH:19]=[C:20]4[C:29]([CH:28]=[C:27]5[C:22]([CH:23]=[CH:24][CH:25]=[CH:26]5)=[CH:21]4)=[C:16]3[CH:15]=[CH:14][CH:13]=2)[CH:38]=[CH:39][CH:40]=[CH:41][CH:42]=1 |f:3.4,6.7.8|. Reported procedure: 190 μl (1 mmol) of chlorodi-tert-butylphosphine and then 112 mg (0.5 mmol) of palladium(II) acetate are added to a suspension of 15.4 g (50 mmol) of 4-bromobenz[a]anthracene, 10.2 g (60 mmol) of diphenylamine and 7.7 g (80 mmol) of sodium tert-butoxide in 500 ml of toluene, and the mixture is subsequently heated under reflux for 5 h. After the mixture has been cooled to 60° C., 500 ml of water are added, the organic phase is separated off, filtered through silica gel, evaporated virtually to dry...